This data is from the Open Reaction Database (ORD), a public repository of structured organic reaction records. The task is: describe an organic reaction: reactants, conditions, products, and yield The reactants are CN1N=C(C=2C1=NC(=CC2C(F)(F)F)NCC(=O)O)C2=CC=CC=C2 (2-(1-methyl-3-phenyl-4-(trifluoromethyl)-1H-pyrazolo[3,4-b]pyridin-6-ylamino) acetic acid), CC(N=C=NC(C)C)C (DIC), C=1C=CC2=C(C1)N=NN2O (HOBt), C[C@@H](C1=CC=CC=C1)N ((S)-(−)-α-methyl benzyl amine). Solvent: C1CCOC1 (THF). Run at time 16 hour. Yields the product CN1N=C(C=2C1=NC(=CC2C(F)(F)F)NCC(=O)N[C@@H](C)C2=CC=CC=C2)C2=CC=CC=C2 ((S)-2-(1-methyl-3-phenyl-4-(trifluoromethyl)-1H-pyrazolo[3,4-b]pyridin-6-ylamino)-N-(1-phenylethyl)acetamide). The yield is 41.8%. RXN SMILES: [CH3:1][N:2]1[C:6]2=[N:7][C:8]([NH:15][CH2:16][C:17](O)=[O:18])=[CH:9][C:10]([C:11]([F:14])([F:13])[F:12])=[C:5]2[C:4]([C:20]2[CH:25]=[CH:24][CH:23]=[CH:22][CH:21]=2)=[N:3]1.CC(C)N=C=NC(C)C.C1C=CC2N(O)N=NC=2C=1.[CH3:45][C@H:46]([NH2:53])[C:47]1[CH:52]=[CH:51][CH:50]=[CH:49][CH:48]=1>C1COCC1>[CH3:1][N:2]1[C:6]2=[N:7][C:8]([NH:15][CH2:16][C:17]([NH:53][C@H:46]([C:47]3[CH:52]=[CH:51][CH:50]=[CH:49][CH:48]=3)[CH3:45])=[O:18])=[CH:9][C:10]([C:11]([F:12])([F:13])[F:14])=[C:5]2[C:4]([C:20]2[CH:25]=[CH:24][CH:23]=[CH:22][CH:21]=2)=[N:3]1. Reported procedure: A solution of 2-(1-methyl-3-phenyl-4-(trifluoromethyl)-1H-pyrazolo[3,4-b]pyridin-6-ylamino) acetic acid (0.035 g, 0.095 mmol), DIC (0.018 g, 0.143 mmol) and HOBt (0.020 g, 0.143 mmol) in THF (5 ml) was stirred at rt for 10 min. (S)-(−)-α-methyl benzyl amine (0.013 g, 0.104 mmol) was added to the reaction mixture dropwise at rt and stirring was continued for 16 h. The reaction mixture was poured into ice cold water and the precipitated product was collected by filtration and dried under vacuum. T...